Dataset: the Open Reaction Database (ORD), a public repository of structured organic reaction records. Task: describe an organic reaction: reactants, conditions, products, and yield The reactants are C(C(=O)Cl)(=O)Cl (oxalyl chloride), 5,7-Dichloro-4-[4-(methylcarbamoyl)-2-chlorobenzenesulfonimide]-1,4-dihydroquinoline-2-carboxylic acid, methyl ester, NC1=CC(=C(C=C1)S(=O)(=O)N)Cl (4-amino-2-chlorobenzenesulfonamide), C(CCC)N=C=O (n-butyl isocyanate). Solvent: ClC1=CC=CC=C1 (chlorobenzene). Reaction conditions: temperature 100 celsius. The product is ClC1=C(C=CC(=C1)N=C=O)S(=O)(=O)N=C=O (2-chloro-4-isocyanatobenzenesulfonyl isocyanate). Reaction SMILES: [NH2:1][C:2]1[CH:7]=[CH:6][C:5]([S:8]([NH2:11])(=[O:10])=[O:9])=[C:4]([Cl:12])[CH:3]=1.C(N=[C:18]=[O:19])CCC.C(Cl)(=O)[C:21](Cl)=[O:22]>ClC1C=CC=CC=1>[Cl:12][C:4]1[CH:3]=[C:2]([N:1]=[C:21]=[O:22])[CH:7]=[CH:6][C:5]=1[S:8]([N:11]=[C:18]=[O:19])(=[O:9])=[O:10]. Reported procedure: 5,7-Dichloro-4-[4-(methylcarbamoyl)-2-chlorobenzenesulfonimide]-1,4-dihydroquinoline-2-carboxylic acid, methyl ester ##STR39## Dissolve 4-amino-2-chlorobenzenesulfonamide (0.96g, 5mmol) in chlorobenzene (10% solution) and distill the mixture to remove any traces of water. Cool to 100° C. and add n-butyl isocyanate (99mg, 1mmol). Heat to reflux and add, by dropwise addition, oxalyl chloride (1.5mL). Purge with nitrogen at 130°-132° C. for 30 minutes and distill to give 2-chloro-4-isocyanatobenzen... Starting materials: FC=1C=C(C=CC1)C(C)=O (1-(3-Fluorophenyl)ethanone), C(C)O (ethanol), CNC (dimethylamine), Cl (HCl). Yields the product CN(CCC(=O)C1=CC(=CC=C1)F)C (3-(dimethylamino)-1-(3-fluorophenyl)propan-1-one). Yield: 88.0%. RXN SMILES: [F:1][C:2]1[CH:3]=[C:4]([C:8](=[O:10])[CH3:9])[CH:5]=[CH:6][CH:7]=1.[CH3:11][NH:12][CH3:13].Cl.[CH2:15](O)C>>[CH3:11][N:12]([CH3:15])[CH2:13][CH2:9][C:8]([C:4]1[CH:5]=[CH:6][CH:7]=[C:2]([F:1])[CH:3]=1)=[O:10]. Procedure: 1-(3-Fluorophenyl)ethanone (17 g, 0.123 mol), dimethylamine (13.7 g, 0.172 mol), and paraformaldephyde (5.5 g, 0.185 mol) were suspended in ethanol (50 mL), and conc HCl solution (0.3 mL) was added. The mixture was heated at reflux overnight. The solvent was removed under vacuum, and the residue was washed with EtOAc (3×) to give 3-(dimethylamino)-1-(3-fluorophenyl)propan-1-one (20.7 g, 88%), which was used for the next step without purification. Reactants: Cc1ccc(Cn2nc(CCCc3ccc(OC(C)(C)C(=O)O)cc3)n(C)c2=O)cc1, Cc1ccccc1, [Na+], [OH-]. Product: Cc1ccc(Cn2[nH]c(CCCc3ccc(OC(C)(C)C(=O)O)cc3)nc2=O)cc1. RXN SMILES: [CH3:1][c:2]1[cH:3][cH:4][c:5]([CH2:8][n:9]2[n:10][c:11]([CH2:16][CH2:17][CH2:18][c:19]3[cH:20][cH:21][c:22]([O:23][C:24]([C:25](=[O:26])[OH:27])([CH3:28])[CH3:29])[cH:30][cH:31]3)[n:12]([CH3:15])[c:13]2=[O:14])[cH:6][cH:7]1.[CH3:34][c:35]1[cH:36][cH:37][cH:38][cH:39][cH:40]1.[Na+:33].[OH-:32]>>[CH3:1][c:2]1[cH:3][cH:4][c:5]([CH2:8][n:9]2[nH:10][c:11]([CH2:16][CH2:17][CH2:18][c:19]3[cH:20][cH:21][c:22]([O:23][C:24]([C:25](=[O:26])[OH:27])([CH3:28])[CH3:29])[cH:30][cH:31]3)[n:12][c:13]2=[O:14])[cH:6][cH:7]1. The reactants are C1(CCCCC1)C[C@@H](C(=O)NC=1SC=CN1)N1C(C2=CC=CC=C2C1)=O ((S)-3-cyclohexyl-2-(1-oxo-1,3-dihydro-isoindol-2-yl)-N-thiazol-2-yl-propionamide), BrN1C(CCC1=O)=O (N-bromosuccinimide), BrN1C(CCC1=O)=O (N-bromosuccinimide), C(C1=CC=CC=C1)(=O)OOC(C1=CC=CC=C1)=O (benzoyl peroxide), C(C1=CC=CC=C1)(=O)OOC(C1=CC=CC=C1)=O (benzoyl peroxide). The solvent is C(Cl)(Cl)(Cl)Cl (carbon tetrachloride). Conditions: temperature 95 celsius, time 1.5 hour. The product is ethyl acetate hexanes, BrC1=CN=C(S1)NC(C(CC1CCCCC1)N1C(C2=CC=CC=C2C1)=O)=O (N-(5-Bromo-thiazol-2-yl)-3-cyclohexyl-2-(1-oxo-1,3-dihydro-isoindol-2-yl)-propionamide). Yield: 55.8%. As a reaction SMILES: [CH:1]1([CH2:7][C@H:8]([N:17]2[CH2:25][C:24]3[C:19](=[CH:20][CH:21]=[CH:22][CH:23]=3)[C:18]2=[O:26])[C:9]([NH:11][C:12]2[S:13][CH:14]=[CH:15][N:16]=2)=[O:10])[CH2:6][CH2:5][CH2:4][CH2:3][CH2:2]1.[Br:27]N1C(=O)CCC1=O.C(OOC(=O)C1C=CC=CC=1)(=O)C1C=CC=CC=1>C(Cl)(Cl)(Cl)Cl>[Br:27][C:14]1[S:13][C:12]([NH:11][C:9](=[O:10])[CH:8]([N:17]2[CH2:25][C:24]3[C:19](=[CH:20][CH:21]=[CH:22][CH:23]=3)[C:18]2=[O:26])[CH2:7][CH:1]2[CH2:6][CH2:5][CH2:4][CH2:3][CH2:2]2)=[N:16][CH:15]=1. Reported procedure: To a suspension of (S)-3-cyclohexyl-2-(1-oxo-1,3-dihydro-isoindol-2-yl)-N-thiazol-2-yl-propionamide (Prepared in Example 1; 21 mg; 0.06 mmol) and N-bromosuccinimide (11 mg; 0.06 mmol) in anhydrous carbon tetrachloride (1.0 mL) was added benzoyl peroxide (1 mg; 0.004 mmol). The mixture was stirred at 95° C. in a sealed tube. After 1.5 h, N-bromosuccinimide (2 mg) and benzoyl peroxide (1 mg) were added and the mixture stirred for 30 min. further. The mixture was allowed to cool to room temperature...